This data is from the Open Reaction Database (ORD), a public repository of structured organic reaction records. The task is: describe an organic reaction: reactants, conditions, products, and yield The reactants are CN1CCCC1=O, CC(N)C1CCCCC1, Clc1nnc(-c2ccccc2)c2occc12, [K+], [OH-]. The product is CC(Nc1nnc(-c2ccccc2)c2occc12)C1CCCCC1. Reaction SMILES: [CH3:28][N:29]1[CH2:30][CH2:31][CH2:32][C:33]1=[O:34].[CH:17]1([CH:23]([CH3:24])[NH2:25])[CH2:18][CH2:19][CH2:20][CH2:21][CH2:22]1.[Cl:1][c:2]1[c:3]2[c:4]([c:5](-[c:8]3[cH:9][cH:10][cH:11][cH:12][cH:13]3)[n:6][n:7]1)[o:14][cH:15][cH:16]2.[K+:27].[OH-:26]>>[c:2]1([NH:25][CH:23]([CH:17]2[CH2:18][CH2:19][CH2:20][CH2:21][CH2:22]2)[CH3:24])[c:3]2[c:4]([c:5](-[c:8]3[cH:9][cH:10][cH:11][cH:12][cH:13]3)[n:6][n:7]1)[o:14][cH:15][cH:16]2. Reaction SMILES: [OH-].[K+].[O:3]=[C:4]([CH:8]([C:10]1[CH:15]=[CH:14][CH:13]=[CH:12][CH:11]=1)[CH3:9])[C:5]([OH:7])=[O:6].O1CCC[CH2:17]1>>[O:3]=[C:4]([C:8]([CH3:17])([C:10]1[CH:15]=[CH:14][CH:13]=[CH:12][CH:11]=1)[CH3:9])[C:5]([OH:7])=[O:6] |f:0.1|. The product is O=C(C(=O)O)C(C)(C1=CC=CC=C1)C (2-oxo-3-methyl-3-phenylbutanoic acid). Procedure: Example 14 was repeated except that 4.0 ml (9.0 mmoles) of a 2.25N aqueous solution of potassium hydroxide was used instead of lithium hydroxide as a base, and 8 ml of tetrahydrofuran was used as a solvent. A mixture of 2-oxo-3-phenylbutanoic acid (65 %) and 2-oxo-3-methyl-3-phenylbutanoic acid (11 %) was obtained. The reactants are aqueous solution, O1CCCC1 (tetrahydrofuran), [OH-].[K+] (potassium hydroxide), O=C(C(=O)O)C(C)C1=CC=CC=C1 (2-oxo-3-phenylbutanoic acid). Yield: 11.0%.